From a dataset of the Open Reaction Database (ORD), a public repository of structured organic reaction records. describe an organic reaction: reactants, conditions, products, and yield The product is COC(=O)c1cc([N+](=O)[O-])cc2[nH]c(N)nc12. Starting materials: COC(=O)c1cccc2nc(N)[nH]c12, [K+], N, O=[N+]([O-])[O-], O=S(=O)(O)O. Reaction SMILES: [CH3:1][O:2][C:3](=[O:4])[c:5]1[cH:6][cH:7][cH:8][c:9]2[n:10][c:11]([NH2:14])[nH:12][c:13]12.[K+:15].[NH3:20].[O-:16][N+:17]([O-:18])=[O:19].[S:21](=[O:22])(=[O:23])([OH:24])[OH:25]>>[CH3:1][O:2][C:3](=[O:4])[c:5]1[cH:6][c:7]([N+:17](=[O:16])[O-:18])[cH:8][c:9]2[nH:10][c:11]([NH2:14])[n:12][c:13]12.